The task is: describe an organic reaction: reactants, conditions, products, and yield. This data is from the Open Reaction Database (ORD), a public repository of structured organic reaction records. Reactants: C(C)OC=1C=C2C(=CN1)SC=C2 (5-ethoxythieno[2,3-c]pyridine), Cl.N1=CC=CC=C1 (pyridine hydrochloride). The solvent is O (H2O). Run at temperature 175 celsius. Yields the product S1C=CC=2C1=CN=C(C2)O (thieno[2,3-c]pyridin-5-ol). The yield is 55.5%. RXN SMILES: C([O:3][C:4]1[CH:5]=[C:6]2[CH:12]=[CH:11][S:10][C:7]2=[CH:8][N:9]=1)C.Cl.N1C=CC=CC=1>O>[S:10]1[C:7]2=[CH:8][N:9]=[C:4]([OH:3])[CH:5]=[C:6]2[CH:12]=[CH:11]1 |f:1.2|. Procedure: A mixture of 5-ethoxythieno[2,3-c]pyridine (127 mg, 0.700 mmol), pyridine hydrochloride (827 mg, 7.00 mmol) and H2O (1.2 mL) was heated in a microwave reactor at 175° C. for 2 h. The reaction mixture was concentrated in vacuo and purified by ISCO chromatography (0 to 15% MeOH:DCM) to afford 58.7 mg (55%) of the title compound as a brown solid. 1H NMR (400 MHz, CDCl3): δ 14.04 (br s, 1 H), 8.12 (s, 1 H), 7.66 (d, J=5.6 Hz, 1 H), 7.07 (dd, J=5.6, 0.4 Hz, 1 H), 6.95 (d, J=0.8 Hz, 1 H); MS (ESI): 15...